From a dataset of the Open Reaction Database (ORD), a public repository of structured organic reaction records. describe an organic reaction: reactants, conditions, products, and yield Starting materials: COC=1C=CC=C2CCC(C12)NC=1OCC2=C(N1)C=CC(=C2)N (rac-N2-(7-Methoxy-indan-1-yl)-4H-benzo[d][1,3]oxazine-2,6-diamine), C1(CC1)S(=O)(=O)Cl (cyclopropanesulfonyl chloride). Yields the product COC=1C=CC=C2CCC(C12)NC=1OCC2=C(N1)C=CC(=C2)NS(=O)(=O)C2CC2 (rac-Cyclopropanesulfonic acid [2-(7-methoxy-indan-1-ylamino)-4H-benzo[d][1,3]oxazin-6-yl]-amide). The yield is 61.4%. As a reaction SMILES: [CH3:1][O:2][C:3]1[CH:4]=[CH:5][CH:6]=[C:7]2[C:11]=1[CH:10]([NH:12][C:13]1[O:14][CH2:15][C:16]3[CH:22]=[C:21]([NH2:23])[CH:20]=[CH:19][C:17]=3[N:18]=1)[CH2:9][CH2:8]2.[CH:24]1([S:27](Cl)(=[O:29])=[O:28])[CH2:26][CH2:25]1>>[CH3:1][O:2][C:3]1[CH:4]=[CH:5][CH:6]=[C:7]2[C:11]=1[CH:10]([NH:12][C:13]1[O:14][CH2:15][C:16]3[CH:22]=[C:21]([NH:23][S:27]([CH:24]4[CH2:26][CH2:25]4)(=[O:29])=[O:28])[CH:20]=[CH:19][C:17]=3[N:18]=1)[CH2:9][CH2:8]2. Procedure: Prepared from rac-N2-(7-methoxy-indan-1-yl)-4H-benzo[d][1,3]oxazine-2,6-diamine (Example 10) (155 mg, 0.50 mmol, HPLC 0.776 min) and cyclopropanesulfonyl chloride (77 mg, 0.55 mmol) according to the procedure described for Example 27. Obtained the title compound as a light brown solid (127 mg, 61%, HPLC 1.366 min), MS (ISP) m/e=414.2 [(M+H)+].